From a dataset of the Open Reaction Database (ORD), a public repository of structured organic reaction records. describe an organic reaction: reactants, conditions, products, and yield As a reaction SMILES: [CH:22]1([S:26](=[O:27])(=[O:28])[Cl:29])[CH2:23][CH2:24][CH2:25]1.[NH2:1][c:2]1[c:3]2[n:4]([c:5](=[O:18])[c:6]([CH3:17])[c:7]1[NH:8][c:9]1[c:10]([F:16])[cH:11][c:12]([I:15])[cH:13][cH:14]1)[CH2:19][CH2:20][O:21]2.[cH:30]1[cH:31][cH:32][n:33][cH:34][cH:35]1>>[NH:1]([c:2]1[c:3]2[n:4]([c:5](=[O:18])[c:6]([CH3:17])[c:7]1[NH:8][c:9]1[c:10]([F:16])[cH:11][c:12]([I:15])[cH:13][cH:14]1)[CH2:19][CH2:20][O:21]2)[S:26]([CH:22]1[CH2:23][CH2:24][CH2:25]1)(=[O:27])=[O:28]. Reactants: O=S(=O)(Cl)C1CCC1, Cc1c(Nc2ccc(I)cc2F)c(N)c2n(c1=O)CCO2, c1ccncc1. The product is Cc1c(Nc2ccc(I)cc2F)c(NS(=O)(=O)C2CCC2)c2n(c1=O)CCO2. The reactants are CC([O-])=S, CS(=O)(=O)OC1CC(=O)N(Cc2ccc(OCc3ccccc3)cc2)C1, [K+]. The product is CC(=O)SC1CC(=O)N(Cc2ccc(OCc3ccccc3)cc2)C1. Reaction SMILES: [C:27]([CH3:28])(=[S:29])[O-:30].[CH3:1][S:2]([O:3][CH:6]1[CH2:7][C:8](=[O:26])[N:9]([CH2:11][c:12]2[cH:13][cH:14][c:15]([O:18][CH2:19][c:20]3[cH:21][cH:22][cH:23][cH:24][cH:25]3)[cH:16][cH:17]2)[CH2:10]1)(=[O:4])=[O:5].[K+:31]>>[CH:6]1([S:29][C:27]([CH3:28])=[O:30])[CH2:7][C:8](=[O:26])[N:9]([CH2:11][c:12]2[cH:13][cH:14][c:15]([O:18][CH2:19][c:20]3[cH:21][cH:22][cH:23][cH:24][cH:25]3)[cH:16][cH:17]2)[CH2:10]1. The reactants are CCN=C=NCCCN(C)C, CCOC(C)=O, O=C(O)C=Cc1cnc(NC2CCN(C(=O)Nc3ccc(Cl)cc3)CC2)c(Cl)c1, NOC1CCCCO1, CN(C)C=O, O, On1nnc2ccccc21. Product: O=C(C=Cc1cnc(NC2CCN(C(=O)Nc3ccc(Cl)cc3)CC2)c(Cl)c1)NOC1CCCCO1. RXN SMILES: [CH3:38][CH2:39][N:40]=[C:41]=[N:42][CH2:43][CH2:44][CH2:45][N:46]([CH3:47])[CH3:48].[CH3:64][CH2:65][O:66][C:67]([CH3:68])=[O:69].[Cl:1][c:2]1[cH:3][c:4]([CH:25]=[CH:26][C:27](=[O:28])[OH:29])[cH:5][n:6][c:7]1[NH:8][CH:9]1[CH2:10][CH2:11][N:12]([C:15]([NH:16][c:17]2[cH:18][cH:19][c:20]([Cl:23])[cH:21][cH:22]2)=[O:24])[CH2:13][CH2:14]1.[O:30]1[CH:31]([O:36][NH2:37])[CH2:32][CH2:33][CH2:34][CH2:35]1.[O:59]=[CH:60][N:61]([CH3:62])[CH3:63].[OH2:70].[OH:49][n:50]1[c:51]2[c:52]([cH:53][cH:54][cH:55][cH:56]2)[n:57][n:58]1>>[Cl:1][c:2]1[cH:3][c:4]([CH:25]=[CH:26][C:27](=[O:28])[NH:37][O:36][CH:31]2[O:30][CH2:35][CH2:34][CH2:33][CH2:32]2)[cH:5][n:6][c:7]1[NH:8][CH:9]1[CH2:10][CH2:11][N:12]([C:15]([NH:16][c:17]2[cH:18][cH:19][c:20]([Cl:23])[cH:21][cH:22]2)=[O:24])[CH2:13][CH2:14]1.